Dataset: the Open Reaction Database (ORD), a public repository of structured organic reaction records. Task: describe an organic reaction: reactants, conditions, products, and yield The reactants are C(C)O (ethanol), C1(=CC=CC=C1)NC(=O)N(CC)CC (1-phenyl-3, 3-diethylurea), N1=CC=CC=C1 (pyridine), NCO. Solvent: CC=1C=CC=CC1C (o-xylene). Reaction conditions: temperature 114 celsius. Yields the product C1(=CC=CC=C1)N=C=O (phenyl isocyanate). RXN SMILES: [C:1]1([NH:7][C:8](N(CC)CC)=[O:9])[CH:6]=[CH:5][CH:4]=[CH:3][CH:2]=1.N1C=CC=CC=1.C(O)C>CC1C=CC=CC=1C>[C:1]1([N:7]=[C:8]=[O:9])[CH:6]=[CH:5][CH:4]=[CH:3][CH:2]=1. Reported procedure: A mixture of 1.95 g (10.1 mmoles) of 1-phenyl-3, 3-diethylurea and 3.24 g, (43.2 mmoles) of pyridine in 100 g of o-xylene was added to a 250 ml round bottom flask fitted with a magnetic stirrer, condenser, and a thermocouple for measuring reaction temperature. A nitrogen atmosphere was maintained over the reaction mixture. The mixture was heated to 114° C. for 60 minutes. A sample was taken from the flask and analyzed by infrared spectroscopy. There was no peak for the NCO band in the spectrum. ... Yields the product Cl, CN1CCC(c2ccccc2)CC1. Reactants: CC(=O)O, C=O, ClCCl, Cl, [Na+], O=C([O-])O, c1ccc(C2CCNCC2)cc1. RXN SMILES: [C:16]([OH:17])(=[O:18])[CH3:19].[CH2:14]=[O:15].[Cl:25][CH2:26][Cl:27].[ClH:1].[Na+:24].[O-:20][C:21]([OH:22])=[O:23].[c:2]1([CH:8]2[CH2:9][CH2:10][NH:11][CH2:12][CH2:13]2)[cH:3][cH:4][cH:5][cH:6][cH:7]1>>[ClH:1].[c:2]1([CH:8]2[CH2:9][CH2:10][N:11]([CH3:16])[CH2:12][CH2:13]2)[cH:3][cH:4][cH:5][cH:6][cH:7]1. Starting materials: C=CCC1C(OCC(=C)C(=O)OCC)CC(OC2CCCCO2)C1CO[Si](C)(C)C(C)(C)C, Cc1ccccc1. The product is CCOC(=O)C1=CCC2C(CC(OC3CCCCO3)C2CO[Si](C)(C)C(C)(C)C)OC1. As a reaction SMILES: [CH2:1]([CH:2]=[CH2:3])[CH:4]1[CH:5]([O:25][CH2:26][C:27]([C:28](=[O:29])[O:30][CH2:31][CH3:32])=[CH2:33])[CH2:6][CH:7]([O:18][CH:19]2[O:20][CH2:21][CH2:22][CH2:23][CH2:24]2)[CH:8]1[CH2:9][O:10][Si:11]([C:12]([CH3:13])([CH3:14])[CH3:15])([CH3:16])[CH3:17].[CH3:34][c:35]1[cH:36][cH:37][cH:38][cH:39][cH:40]1>>[CH2:1]1[CH:4]2[CH:5]([CH2:6][CH:7]([O:18][CH:19]3[O:20][CH2:21][CH2:22][CH2:23][CH2:24]3)[CH:8]2[CH2:9][O:10][Si:11]([C:12]([CH3:13])([CH3:14])[CH3:15])([CH3:16])[CH3:17])[O:25][CH2:26][C:27]([C:28](=[O:29])[O:30][CH2:31][CH3:32])=[CH:33]1. Starting materials: [Si]([O-])([O-])([O-])[O-].[Na+].[Na+].[Na+].[Na+] (sodium silicate), C([O-])([O-])=O.[Na+].[Na+] (sodium carbonate), [Mg] (magnesium), [Mg] (magnesium), C([O-])([O-])=O (carbonate), [Na] (sodium), O1CC=CC1 (2,5-dihydrofuran), [Ba] (barium). The reagents and catalysts are [Zn] (zinc), [Cu] (copper), [Cu] (copper), catalyst, [Cr] (chromium). Run in O (water). The product is C1(CCCO1)=O (γ-butyrolactone), O1CCC=C1 (2,3-dihydrofuran), O1C=CC=C1 (furan). As a reaction SMILES: [O:1]1[CH2:5][CH:4]=[CH:3][CH2:2]1.[Mg].[Ba].[Na].C(=O)([O-])[O-:10].[Si]([O-])([O-])([O-])[O-].[Na+].[Na+].[Na+].[Na+].C(=O)([O-])[O-].[Na+].[Na+]>[Cu].[Cr].[Zn].O>[C:5]1(=[O:10])[O:1][CH2:2][CH2:3][CH2:4]1.[O:1]1[CH:2]=[CH:3][CH2:4][CH2:5]1.[O:1]1[CH:5]=[CH:4][CH:3]=[CH:2]1 |f:5.6.7.8.9,10.11.12,^1:7|. Procedure: In a manner similar to that described in Example 1 15 mL/h of 2,5-dihydrofuran and 32 mL/h of water were passed at 220° C. over 149 g of a catalyst containing copper and magnesium on silicon dioxide (composition: copper, calculated as Cuo: 43.0 wt %; magnesium, calculated as MgO: 18.0 wt %; silicate, calculated as SiO2 : 35.0 wt %; barium, calculated as BaO: 1 wt %; chromium, calculated as Cr2O3 : 0.6 wt %; zinc, calculated as ZnO: 0.4 wt %; sodium, calculated as Na2O: 0.2 wt %; the remainder be... The reactants are ClC1=NC=CC2=C1C=CO2 (4-chlorofuro[3,2-c]pyridine), N (ammonia). Reagents/catalysts: [Cu]Cl (copper(I)-chloride). Conditions: temperature 150 celsius, time 20 hour. Product: O1C=CC=2C(=NC=CC21)N (Furo[3,2-c]pyridin-4-amine). The yield is 95.0%. RXN SMILES: Cl[C:2]1[C:7]2[CH:8]=[CH:9][O:10][C:6]=2[CH:5]=[CH:4][N:3]=1.[NH3:11]>[Cu]Cl>[O:10]1[C:6]2[CH:5]=[CH:4][N:3]=[C:2]([NH2:11])[C:7]=2[CH:8]=[CH:9]1. Reported procedure: 65.3 g (425 mmol) 4-chlorofuro[3,2-c]pyridine [CAS Reg.-No. 31270-80-1] were suspended in 600 ml aqueous ammonia solution (35%) in an autoclave. After addition of 2 g copper(I)-chloride, the reaction mixture was stirred for 20 h at 150° C. After cooling to rt, the mixture was extracted with dichloromethane (3×400 ml). The combined organic phases were washed with brine, dried over magnesium sulfate, filtered, and concentrated under reduced pressure to yield 46.6 g (82% of th.) of crude title comp... Reactants: C(C)(C)(C)OC(=O)C=1C(=NC2=CC=C(C=C2C1C1=CC(=CC=C1)Cl)Cl)OS(=O)(=O)C(F)(F)F (6-chloro-4-(3-chloro-phenyl)-2-trifluoromethanesulfonyloxy-quinoline-3-carboxylic acid tert-butyl ester), FC(C(C)O)(F)F (1,1,1-trifluoro-propan-2-ol), pale yellow liquid. RXN SMILES: [C:1]([O:5][C:6]([C:8]1[C:9]([O:26]S(C(F)(F)F)(=O)=O)=[N:10][C:11]2[C:16]([C:17]=1[C:18]1[CH:23]=[CH:22][CH:21]=[C:20]([Cl:24])[CH:19]=1)=[CH:15][C:14]([Cl:25])=[CH:13][CH:12]=2)=[O:7])([CH3:4])([CH3:3])[CH3:2].[F:34][C:35]([F:40])([F:39])[CH:36](O)[CH3:37]>>[C:1]([O:5][C:6]([C:8]1[C:9]([O:26][CH:36]([CH3:37])[C:35]([F:40])([F:39])[F:34])=[N:10][C:11]2[C:16]([C:17]=1[C:18]1[CH:23]=[CH:22][CH:21]=[C:20]([Cl:24])[CH:19]=1)=[CH:15][C:14]([Cl:25])=[CH:13][CH:12]=2)=[O:7])([CH3:3])([CH3:4])[CH3:2]. Reported procedure: The title compound was prepared in analogy to example 92 step A from 6-chloro-4-(3-chloro-phenyl)-2-trifluoromethanesulfonyloxy-quinoline-3-carboxylic acid tert-butyl ester (prepared as described in example 91 step C, 150 mg, 0.29 mmol) and 1,1,1-trifluoro-propan-2-ol (0.052 ml, 0.58 mmol). Sticky pale yellow liquid (70 mg, 50%). LC-MS (ESI): 486 (M+H)+. Yields the product C(C)(C)(C)OC(=O)C=1C(=NC2=CC=C(C=C2C1C1=CC(=CC=C1)Cl)Cl)OC(C(F)(F)F)C (6-Chloro-4-(3-chloro-phenyl)-2-(2,2,2-trifluoro-1-methyl-ethoxy)-quinoline-3-carboxylic acid tert-butyl ester). The reactants are Cl.N1C[C@@H](CCC1)C(C)(C)O (2-[(3R)-piperidin-3-yl]propan-2-ol hydrochloride), CN(C)C(=[N+](C)C)ON1C2=C(C=CC=C2)N=N1.[B-](F)(F)(F)F (TBTU), C(C)N(C(C)C)C(C)C (N-ethyl-N-isopropylpropan-2-amine), CC1=CC=C(C=C1)C1=NOC=C1C(=O)O (3-(4-methylphenyl)isoxazole-4-carboxylic acid). Run in CN(C)C=O (DMF). Conditions: time 2 hour. Product: CC1=CC=C(C=C1)C1=NOC=C1C(=O)N1C[C@@H](CCC1)C(C)(C)O (2-((3R)-1-{[3-(4-methylphenyl)isoxazol-4-yl]carbonyl}piperidin-3-yl)propan-2-ol). The yield is 78.1%. As a reaction SMILES: Cl.[NH:2]1[CH2:7][CH2:6][CH2:5][C@@H:4]([C:8]([OH:11])([CH3:10])[CH3:9])[CH2:3]1.CN(C(ON1N=NC2C=CC=CC1=2)=[N+](C)C)C.[B-](F)(F)(F)F.C(N(C(C)C)C(C)C)C.[CH3:43][C:44]1[CH:49]=[CH:48][C:47]([C:50]2[C:54]([C:55](O)=[O:56])=[CH:53][O:52][N:51]=2)=[CH:46][CH:45]=1>CN(C=O)C>[CH3:43][C:44]1[CH:45]=[CH:46][C:47]([C:50]2[C:54]([C:55]([N:2]3[CH2:7][CH2:6][CH2:5][C@@H:4]([C:8]([OH:11])([CH3:10])[CH3:9])[CH2:3]3)=[O:56])=[CH:53][O:52][N:51]=2)=[CH:48][CH:49]=1 |f:0.1,2.3|. Procedure details: A solution of 2-[(3R)-piperidin-3-yl]propan-2-ol hydrochloride (7 mg, 0.039 mmol), TBTU (15 mg, 0.047 mmol, 1.2 equ.) and N-ethyl-N-isopropylpropan-2-amine (14 μL, 0.079 mmol, 2 equ.) in DMF (0.3 mL) was added to 3-(4-methylphenyl)isoxazole-4-carboxylic acid (8 mg, 0.039 mmol) and the reaction mixture was stirred at rt for 2 h. The solvent was evaporated and the crude product was purified by RP-HPLC. After evaporation of the solvents the product was dried in vacuum to yield the title compound (1... Starting materials: C#CC(C)O, Sc1ccc(Cl)cc1, [K+], [OH-]. The product is CC(O)C=CSc1ccc(Cl)cc1. RXN SMILES: [CH3:9][CH:10]([C:11]#[CH:12])[OH:13].[Cl:1][c:2]1[cH:3][cH:4][c:5]([SH:8])[cH:6][cH:7]1.[K+:15].[OH-:14]>>[Cl:1][c:2]1[cH:3][cH:4][c:5]([S:8][CH:12]=[CH:11][CH:10]([CH3:9])[OH:13])[cH:6][cH:7]1.